This data is from the Open Reaction Database (ORD), a public repository of structured organic reaction records. The task is: describe an organic reaction: reactants, conditions, products, and yield The reactants are CC=1C2CCC(CC1)(C2)C (2,5-Dimethyl-bicyclo[3.2.1]oct-2-ene), C(C)(=O)OO (peracetic acid), C(C)(=O)[O-].[Na+] (sodium acetate). Conditions: temperature 0 celsius, time 6 hour. Yields the product CC12C3CCC(CC2O1)(C3)C (2,6-dimethyl-3-oxa-tricyclo[4.2.1.0*2,4*]nonane). Isolated yield 82.0%. RXN SMILES: [CH3:1][C:2]1[CH:3]2[CH2:9][C:6]([CH3:10])([CH2:7][CH:8]=1)[CH2:5][CH2:4]2.C(OO)(=[O:13])C.C([O-])(=O)C.[Na+]>>[CH3:1][C:2]12[O:13][CH:8]1[CH2:7][C:6]1([CH3:10])[CH2:9][CH:3]2[CH2:4][CH2:5]1 |f:2.3|. Procedure details: 2,5-Dimethyl-bicyclo[3.2.1]oct-2-ene (800 g, 5.88 mol, obtained as above in EXAMPLE I) was fed into a solution of peracetic acid (CH3CO3H, 32%, 1.466 Kg, 6.18 mol) and sodium acetate (CH3CO2Na, 72 g, 0.882 mol), and cooled to 0° C. The reaction mixture was aged for 6 hours, and subsequently quenched with water and toluene. The reaction mixture was shaken and split. The organic layer was first washed with a solution of sodium carbonate (Na2CO3), and then with a solution of sodium sulfite (Na2SO3)... Reactants: C([O-])([O-])=O.[K+].[K+] (potassium carbonate), CO (methanol), C1(CCCCC1)CN1C(N(C=2N=C(NC2C1=O)C1=CC=C(C=C1)COCCOCCOCCOCCOCCOCCOCCOCCOCCOC)CC1CCCCC1)=O (1,3-Bis(cyclohexylmethyl)-8-[4-(2,5,8,11,14,17,20,23,26,29-decaoxatriacont-1-yl)phenyl]-3,7-dihydro-1H-purine-2,6-dione), C1(CCCCC1)CN1C(N(C=2NC(=NC2C1=O)C1=CC=C(/C=C/C(=O)O)C=C1)CC1CCCCC1)=O ((E)-4-[1,3-bis(cyclohexylmethyl)-1,2,3,6-tetrahydro-2,6dioxo-9H-purin-8-yl]cinnamic acid), (E)-1,3-bis(cyclohexylmethyl)-8-(3-(2-(1H-imidazol-1yxlcarbonyl)vinyl)phenyl)-9H-purin-2,6(1H,3H)-dione. The solvent is C(C)#N (acetonitrile). Yields the product COC(\C=C\C1=CC=C(C=C1)C=1NC=2N(C(N(C(C2N1)=O)CC1CCCCC1)=O)CC1CCCCC1)=O ((E)-4-[1,3-bis(cyclohexylmethyl)-1,2,3,6-tetrahydro-2,6-dioxo-9H-purin-8-yl]cinnamic acid methyl ester). The yield is 74.0%. As a reaction SMILES: [CH:1]1(CN2C(=O)C3NC(C4C=CC(COCCOCCOCCOCCOCCOCCOCCOCCOCCOC)=CC=4)=NC=3N(CC3CCCCC3)C2=O)CCCCC1.[CH:62]1([CH2:68][N:69]2[C:77](=[O:78])[C:76]3[N:75]=[C:74]([C:79]4[CH:89]=[CH:88][C:82](/[CH:83]=[CH:84]/[C:85]([OH:87])=[O:86])=[CH:81][CH:80]=4)[NH:73][C:72]=3[N:71]([CH2:90][CH:91]3[CH2:96][CH2:95][CH2:94][CH2:93][CH2:92]3)[C:70]2=[O:97])[CH2:67][CH2:66][CH2:65][CH2:64][CH2:63]1.C(=O)([O-])[O-].[K+].[K+].CO>C(#N)C>[CH3:1][O:86][C:85](=[O:87])/[CH:84]=[CH:83]/[C:82]1[CH:81]=[CH:80][C:79]([C:74]2[NH:73][C:72]3[N:71]([CH2:90][CH:91]4[CH2:92][CH2:93][CH2:94][CH2:95][CH2:96]4)[C:70](=[O:97])[N:69]([CH2:68][CH:62]4[CH2:63][CH2:64][CH2:65][CH2:66][CH2:67]4)[C:77](=[O:78])[C:76]=3[N:75]=2)=[CH:89][CH:88]=1 |f:2.3.4|. Reported procedure: In the manner of Example 36, part (b), (E)-4-[1,3-bis(cyclohexylmethyl)-1,2,3,6-tetrahydro-2,6dioxo-9H-purin-8-yl]cinnamic acid was converted to (E)-1,3-bis(cyclohexylmethyl)-8-(3-(2-(1H-imidazol-1yxlcarbonyl)vinyl)phenyl)-9H-purin-2,6(1H,3H)-dione as a yellow powder. Such a sample (2.50 g, 4.62 mmol) was stirred at reflux in acetonitrile (75 ml) with potassium carbonate (1.28 g, 9.25 mmol) and methanol, (10 ml) for 24 hours. The mixture was cooled to room temperature and filtered and the filtra... The reactants are BrC1=C(C=NC2=CC=C(N=C12)OC)N (4-bromo-6-(methyloxy)-1,5-naphthyridin-3-amine), C([O-])(O)=O.[Na+] (sodium bicarbonate). Reagents/catalysts: [Pd] (palladium on carbon). The solvent is CO (methanol). Reaction conditions: time 1 hour. Yields the product COC=1N=C2C=C(C=NC2=CC1)N (6-(Methyloxy)-1,5-naphthyridin-3-amine). Isolated yield 60.5%. As a reaction SMILES: Br[C:2]1[C:11]2[C:6](=[CH:7][CH:8]=[C:9]([O:12][CH3:13])[N:10]=2)[N:5]=[CH:4][C:3]=1[NH2:14].C(=O)(O)[O-].[Na+]>CO.[Pd]>[CH3:13][O:12][C:9]1[N:10]=[C:11]2[C:6](=[CH:7][CH:8]=1)[N:5]=[CH:4][C:3]([NH2:14])=[CH:2]2 |f:1.2|. Procedure: Dissolved 4-bromo-6-(methyloxy)-1,5-naphthyridin-3-amine (as prepared in WO2006081179 A1) (372 mg, 1.464 mmol) in methanol. Added sodium bicarbonate (246 mg, 2.93 mmol) followed by 10% palladium on carbon (312 mg, 0.293 mmol). The mixture was flushed with nitrogen and hydrogenated under balloon pressure for 1 h. After 1 h, filtered reaction mixture and concentrated to afford 155 mg (0.885 mmol, 60%) of the title compound as a white solid. 1H NMR (400 MHz, CHLOROFORM-d) d ppm 4.05 (s, 3H) 6.90 (d... The product is N#CCN1C(=O)COc2cc(F)c(-n3c(=O)n4n(c3=O)CCCC4)cc21. RXN SMILES: [C:24](=[O:25])([O-:26])[O-:27].[CH3:34][C:35]#[N:36].[Cl:30][CH2:31][C:32]#[N:33].[F:1][c:2]1[cH:3][c:4]2[c:5]([cH:11][c:12]1-[n:13]1[c:14](=[O:23])[n:15]3[n:16]([c:21]1=[O:22])[CH2:17][CH2:18][CH2:19][CH2:20]3)[NH:6][C:7](=[O:10])[CH2:8][O:9]2.[K+:28].[K+:29]>>[F:1][c:2]1[cH:3][c:4]2[c:5]([cH:11][c:12]1-[n:13]1[c:14](=[O:23])[n:15]3[n:16]([c:21]1=[O:22])[CH2:17][CH2:18][CH2:19][CH2:20]3)[N:6]([CH2:31][C:32]#[N:33])[C:7](=[O:10])[CH2:8][O:9]2. Reactants: O=C([O-])[O-], CC#N, N#CCCl, O=C1COc2cc(F)c(-n3c(=O)n4n(c3=O)CCCC4)cc2N1, [K+], [K+].